This data is from the Open Reaction Database (ORD), a public repository of structured organic reaction records. The task is: describe an organic reaction: reactants, conditions, products, and yield Procedure details: Compound 430C (1.81 g, 85%) was prepared from 4-chloro-3-cyano-5-methyl-pyrrolo[1,2-b]pyridazine-6-carboxylic acid methyl ester (prepared using the procedure of Example 1D) (1.25 g, 5.0 mmol) and 430B (1.08 g, 5.0 mmol) by a route analogous to that used for the preparation of compound 388D. It is a white solid, and has a retention time of 6.74 min (∠Cl, 8 min run). MS found, (M+H)+=429.2 The product is COC(=O)C=1C(=C2N(N=CC(=C2NC2=CC=C(C=C2)OC2=C(C=CC=C2)OC)C#N)C1)C (3-Cyano-4-[4-(2-methoxy-phenoxy)-phenylamino]-5-methyl-pyrrolo[1,2-b]pyridazine-6-carboxylic Acid Methyl Ester). The reactants are COC(=O)C=1C(=C2N(N=CC(=C2Cl)C#N)C1)C (4-chloro-3-cyano-5-methyl-pyrrolo[1,2-b]pyridazine-6-carboxylic acid methyl ester), COC1=C(OC2=CC=C(C=C2)N)C=CC=C1 (4-(2-methoxy-phenoxy)-phenylamine), COC(=O)C=1C(=C2N(N=CC(=C2NC2=CC=C(C=C2)OC2=C(C=CC=C2)OC(C)(C)C(=O)OC(C)(C)C)C#N)C1)C (4-{4-[2-(1-tert-butoxycarbonyl-1-methyl-ethoxy)phenoxy]-phenylamino}-3-cyano-5-methyl-pyrrolo[1,2-b]pyridazine-6-carboxylicacid methyl ester). Isolated yield 85.0%. RXN SMILES: COC(C1C(C)=C2C(Cl)=C(C#N)C=NN2C=1)=O.COC1C=CC=CC=1OC1C=CC(N)=CC=1.[CH3:34][O:35][C:36]([C:38]1[C:39]([CH3:74])=[C:40]2[C:45]([NH:46][C:47]3[CH:52]=[CH:51][C:50]([O:53][C:54]4[CH:59]=[CH:58][CH:57]=[CH:56][C:55]=4[O:60][C:61](C(OC(C)(C)C)=O)(C)C)=[CH:49][CH:48]=3)=[C:44]([C:71]#[N:72])[CH:43]=[N:42][N:41]2[CH:73]=1)=[O:37]>>[CH3:34][O:35][C:36]([C:38]1[C:39]([CH3:74])=[C:40]2[C:45]([NH:46][C:47]3[CH:48]=[CH:49][C:50]([O:53][C:54]4[CH:59]=[CH:58][CH:57]=[CH:56][C:55]=4[O:60][CH3:61])=[CH:51][CH:52]=3)=[C:44]([C:71]#[N:72])[CH:43]=[N:42][N:41]2[CH:73]=1)=[O:37]. The reactants are Na, C1=CC=CC2=CC=CC=C12 (naphthalene), C(CC1=CC=CC=C1)C1N(CCN(C1)S(=O)(=O)C1=CC=C(C=C1)C)S(=O)(=O)C1=CC=C(C=C1)C (2-phenethyl-1,4-bis-(toluene-4-sulfonyl)-piperazine). Solvent: C1CCOC1 (THF). Run at temperature -78 celsius, time 1 hour. Product: C(CC1=CC=CC=C1)C1NCCNC1 (2-Phenethyl-piperazine). Reaction SMILES: [CH2:1]([CH:9]1[CH2:14][N:13](S(C2C=CC(C)=CC=2)(=O)=O)[CH2:12][CH2:11][N:10]1S(C1C=CC(C)=CC=1)(=O)=O)[CH2:2][C:3]1[CH:8]=[CH:7][CH:6]=[CH:5][CH:4]=1.C1C2C(=CC=CC=2)C=CC=1>C1COCC1>[CH2:1]([CH:9]1[CH2:14][NH:13][CH2:12][CH2:11][NH:10]1)[CH2:2][C:3]1[CH:4]=[CH:5][CH:6]=[CH:7][CH:8]=1. Reported procedure: Add 2-phenethyl-1,4-bis-(toluene-4-sulfonyl)-piperazine (100 mg, 0.2 mmol) in THF (2 mL) to a cooled (−78° C.) suspension of metallic Na (36.8 mg, 1.6 mmol) and naphthalene (230.4 mg, 1.8 mmol) in fresh distilled THF(4 mL) was under nitrogen and stir at −78° C. After 1 hour, TLC indicated the reaction is complete. Hydrolyze the reaction with brine (10 mL) and extract with CH2Cl2 (3×10 mL). Combine the organic layers and dry over Na2SO4 and evaporate. Pass the resulting residue through a SCX colu... The reactants are C(C)OC(=O)C1=NN(C(=C1CC1=CC=NC=C1)SC1=CC(=CC(=C1)Cl)Cl)C(C)C (5-(3,5-Dichloro-phenylsulfanyl)-1-isopropyl-4-pyridin-4-ylmethyl-1H-pyrazole-3-carboxylic acid ethyl ester), O (water), [H-].[Al+3].[Li+].[H-].[H-].[H-] (lithium aluminium hydride), O (water), [OH-].[Na+] (sodium hydroxide). Solvent: O1CCCC1 (tetrahydrofuran), O1CCCC1 (tetrahydrofuran). Conditions: temperature 0 celsius, time 0.5 hour. The product is ClC=1C=C(C=C(C1)Cl)SC1=C(C(=NN1C(C)C)CO)CC1=CC=NC=C1 (5-(3,5dichlorophenylthio)-1-isopropyl-4-[(4-pyridyl)methyl]-1H -pyrazole-3-methanol). Yield: 64.5%. Reaction SMILES: [H-].[Al+3].[Li+].[H-].[H-].[H-].C([O:9][C:10]([C:12]1[C:16]([CH2:17][C:18]2[CH:23]=[CH:22][N:21]=[CH:20][CH:19]=2)=[C:15]([S:24][C:25]2[CH:30]=[C:29]([Cl:31])[CH:28]=[C:27]([Cl:32])[CH:26]=2)[N:14]([CH:33]([CH3:35])[CH3:34])[N:13]=1)=O)C.O.[OH-].[Na+]>O1CCCC1>[Cl:32][C:27]1[CH:26]=[C:25]([S:24][C:15]2[N:14]([CH:33]([CH3:35])[CH3:34])[N:13]=[C:12]([CH2:10][OH:9])[C:16]=2[CH2:17][C:18]2[CH:19]=[CH:20][N:21]=[CH:22][CH:23]=2)[CH:30]=[C:29]([Cl:31])[CH:28]=1 |f:0.1.2.3.4.5,8.9|. Procedure details: A solution containing 0.4 ml of lithium aluminium hydride (1M solution in THF) in 2 ml of anhydrous tetrahydrofuran at 0° C. under nitrogen was treated dropwise with a solution of 154 mg of 5-(3,5-Dichloro-phenylsulfanyl)-1-isopropyl-4-pyridin-4-ylmethyl-1H-pyrazole-3-carboxylic acid ethyl ester in 2 ml of anhydrous tetrahydrofuran. The mixture was stirred at 0° C. for 0.5 h then treated with 0.012 ml of water, 0.012 ml of 2N sodium hydroxide solution and then 0.018 ml of water. The mixture was ... Starting materials: C(C)OC(CC=1C=C(C(=CC1)OC)C1=C(C=C(C=C1)C(F)(F)F)CN(C(=O)NCC1=CC=CC=C1)CC)=O ([2′-(3-Benzyl-1-ethyl-ureidomethyl)-6-methoxy-4′-trifluoromethyl-biphenyl-3-yl]-acetic acid ethyl ester), [OH-].[Na+] (NaOH), Cl (HCl). Solvent: C1CCOC1 (THF), C(C)O (ethanol). The product is C(C1=CC=CC=C1)NC(N(CC)CC1=C(C=CC(=C1)C(F)(F)F)C1=CC(=CC=C1OC)CC(=O)O)=O ([2′-(3-benzyl-1-ethyl-ureidomethyl)-6-methoxy-4′-trifluoromethyl-biphenyl-3-yl]-acetic acid). RXN SMILES: C([O:3][C:4](=[O:38])[CH2:5][C:6]1[CH:7]=[C:8]([C:14]2[CH:19]=[CH:18][C:17]([C:20]([F:23])([F:22])[F:21])=[CH:16][C:15]=2[CH2:24][N:25]([CH2:36][CH3:37])[C:26]([NH:28][CH2:29][C:30]2[CH:35]=[CH:34][CH:33]=[CH:32][CH:31]=2)=[O:27])[C:9]([O:12][CH3:13])=[CH:10][CH:11]=1)C.[OH-].[Na+].Cl>C1COCC1.C(O)C>[CH2:29]([NH:28][C:26](=[O:27])[N:25]([CH2:24][C:15]1[CH:16]=[C:17]([C:20]([F:22])([F:23])[F:21])[CH:18]=[CH:19][C:14]=1[C:8]1[C:9]([O:12][CH3:13])=[CH:10][CH:11]=[C:6]([CH2:5][C:4]([OH:38])=[O:3])[CH:7]=1)[CH2:36][CH3:37])[C:30]1[CH:31]=[CH:32][CH:33]=[CH:34][CH:35]=1 |f:1.2|. Procedure: [2′-(3-Benzyl-1-ethyl-ureidomethyl)-6-methoxy-4′-trifluoromethyl-biphenyl-3-yl]-acetic acid ethyl ester (46.57 g) in THF (470 mL) and ethanol (370 mL) was treated with 1N aqueous NaOH (2 mL) for 45 minutes at room temperature. The mixture was acidified with 1N aqueous HCl (270 mL) and extracted three times with dichloromethane, the organics were dried with magnesium sulfate, filtered and concentrated, and the residue was purified by preparative HPLC to give [2′-(3-benzyl-1-ethyl-ureidomethyl)-6-... Starting materials: OC1=CC=C(C=C1)C=1OC2=C(C1C1=CC(=CC(=C1)C)C)C=CC=C2 (2-p-hydroxyphenyl-3-(3',5'-dimethylphenyl)benzofuran), CC(=O)C (acetone), C([O-])([O-])=O.[K+].[K+] (potassium carbonate), CN(CCCCl)C (3-dimethylaminopropyl chloride). Yields the product CN(CCCOC1=CC=C(C=C1)C=1OC2=C(C1C(C1=CC(=CC(=C1)C)C)=O)C=CC=C2)C (2-[4'-(3-Dimethylaminopropoxy)phenyl]-3-(3',5'-dimethylbenzoyl)benzofuran). As a reaction SMILES: [OH:1][C:2]1[CH:7]=[CH:6][C:5]([C:8]2[O:9][C:10]3[CH:24]=[CH:23][CH:22]=[CH:21][C:11]=3[C:12]=2C2C=C(C)C=C(C)C=2)=[CH:4][CH:3]=1.[C:25](=[O:28])([O-])[O-].[K+].[K+].[CH3:31][N:32]([CH3:37])[CH2:33][CH2:34][CH2:35]Cl.[CH3:38][C:39]([CH3:41])=O>>[CH3:31][N:32]([CH3:37])[CH2:33][CH2:34][CH2:35][O:1][C:2]1[CH:3]=[CH:4][C:5]([C:8]2[O:9][C:10]3[CH:24]=[CH:23][CH:22]=[CH:21][C:11]=3[C:12]=2[C:25](=[O:28])[C:39]2[CH:41]=[C:7]([CH3:6])[CH:2]=[C:3]([CH3:4])[CH:38]=2)=[CH:6][CH:7]=1 |f:1.2.3|. Procedure details: Treatment of 2-p-hydroxyphenyl-3-(3',5'-dimethylphenyl)benzofuran with potassium carbonate and 3-dimethylaminopropyl chloride in dry acetone by the procedure described in Example 31 gave the title compound.